From a dataset of the Open Reaction Database (ORD), a public repository of structured organic reaction records. describe an organic reaction: reactants, conditions, products, and yield The reactants are Fc1cc(CBr)ccc1-c1nc2ccc(C3(c4ccccc4)CC3)nc2s1, CCOC(=O)CC(=O)OCC, COCCOC, [H-], [Na+]. The product is CCOC(=O)C(Cc1ccc(-c2nc3ccc(C4(c5ccccc5)CC4)nc3s2)c(F)c1)C(=O)OCC. As a reaction SMILES: [Br:14][CH2:15][c:16]1[cH:17][c:18]([F:40])[c:19](-[c:22]2[s:23][c:24]3[n:25][c:26]([C:31]4([c:34]5[cH:35][cH:36][cH:37][cH:38][cH:39]5)[CH2:32][CH2:33]4)[cH:27][cH:28][c:29]3[n:30]2)[cH:20][cH:21]1.[C:3]([CH2:4][C:5](=[O:6])[O:7][CH2:8][CH3:9])(=[O:10])[O:11][CH2:12][CH3:13].[CH3:41][O:42][CH2:43][CH2:44][O:45][CH3:46].[H-:2].[Na+:1]>>[C:3]([CH:4]([C:5](=[O:6])[O:7][CH2:8][CH3:9])[CH2:15][c:16]1[cH:17][c:18]([F:40])[c:19](-[c:22]2[s:23][c:24]3[n:25][c:26]([C:31]4([c:34]5[cH:35][cH:36][cH:37][cH:38][cH:39]5)[CH2:32][CH2:33]4)[cH:27][cH:28][c:29]3[n:30]2)[cH:20][cH:21]1)(=[O:10])[O:11][CH2:12][CH3:13]. Reactants: CC(=O)[O-], CCO, CC(C)OC(=O)N1c2cc(C(F)(F)F)c(F)cc2C(=O)CC1C, Cl, NO, [Na+], O. Yields the product CC(C)OC(=O)N1c2cc(C(F)(F)F)c(F)cc2C(=NO)CC1C. As a reaction SMILES: [CH3:28][C:29](=[O:30])[O-:31].[CH3:33][CH2:34][OH:35].[CH:1]([CH3:2])([CH3:3])[O:4][C:5](=[O:6])[N:7]1[CH:8]([CH3:23])[CH2:9][C:10](=[O:22])[c:11]2[cH:12][c:13]([F:21])[c:14]([C:17]([F:18])([F:19])[F:20])[cH:15][c:16]21.[ClH:24].[NH2:25][OH:26].[Na+:27].[OH2:32]>>[CH:1]([CH3:2])([CH3:3])[O:4][C:5](=[O:6])[N:7]1[CH:8]([CH3:23])[CH2:9][C:10](=[N:25][OH:26])[c:11]2[cH:12][c:13]([F:21])[c:14]([C:17]([F:18])([F:19])[F:20])[cH:15][c:16]21. Starting materials: BrCCBr (1,2-dibromoethane), ClC=1C=C(C=CC1O)NC(COC1=C(C=C(C=C1)C(F)(F)F)Cl)=O (N-(3-chloro-4-hydroxy-phenyl)-2-(2-chloro-4-trifluoromethyl-phenoxy)-acetamide), C([O-])([O-])=O.[K+].[K+] (potassium carbonate). Run in CN(C)C=O (DMF), CN(C)C=O (DMF). Reaction conditions: time 2.5 hour. Yields the product BrCCOC1=C(C=C(C=C1)NC(COC1=C(C=C(C=C1)C(F)(F)F)Cl)=O)Cl (N-[4-(2-bromo-ethoxy)-3-chloro-phenyl]-2-(2-chloro-4-trifluoromethyl-phenoxy)-acetamide). RXN SMILES: [Br:1][CH2:2][CH2:3]Br.[Cl:5][C:6]1[CH:7]=[C:8]([NH:13][C:14](=[O:28])[CH2:15][O:16][C:17]2[CH:22]=[CH:21][C:20]([C:23]([F:26])([F:25])[F:24])=[CH:19][C:18]=2[Cl:27])[CH:9]=[CH:10][C:11]=1[OH:12].C(=O)([O-])[O-].[K+].[K+]>CN(C=O)C>[Br:1][CH2:2][CH2:3][O:12][C:11]1[CH:10]=[CH:9][C:8]([NH:13][C:14](=[O:28])[CH2:15][O:16][C:17]2[CH:22]=[CH:21][C:20]([C:23]([F:24])([F:25])[F:26])=[CH:19][C:18]=2[Cl:27])=[CH:7][C:6]=1[Cl:5] |f:2.3.4|. Reported procedure: A solution of 3.66 mL (41.56 mmol) 1,2-dibromoethane in 5 mL DMF was slowly added at RT to a suspension of 1.580 g (4.156 mmol) N-(3-chloro-4-hydroxy-phenyl)-2-(2-chloro-4-trifluoromethyl-phenoxy)-acetamide and 2.880 g (8.310 mmol) potassium carbonate in 20 mL DMF and the mixture was stirred for 2.5 h. The reaction mixture was evaporated down i. vac. and diluted with EtOAc . The org. phase was washed with water and saturated aqueous NaCl, dried over magnesium sulphate and evaporated down i. vac.... Reactants: O=C(CCN1C=NC=C1)C (1-(3-oxobutyl)-imidazole), CN (methylamine). Reagents/catalysts: [Pt]=O (platinum oxide). Run in C(C)O (ethanol), C(C)O (ethanol). Run at time 1 hour. The product is CNC(CCN1C=NC=C1)C (1-(3-methylaminobutyl)-imidazole). RXN SMILES: O=[C:2]([CH3:10])[CH2:3][CH2:4][N:5]1[CH:9]=[CH:8][N:7]=[CH:6]1.[CH3:11][NH2:12]>[Pt]=O.C(O)C>[CH3:11][NH:12][CH:2]([CH3:10])[CH2:3][CH2:4][N:5]1[CH:9]=[CH:8][N:7]=[CH:6]1. Procedure details: A suspension of 0.35 g. of platinum oxide in 30 ml. of absolute ethanol is hydrogenated at 50 p.s.i. for one hour. To this is added a mixture of 13.8 g. of 1-(3-oxobutyl)-imidazole, 6.2 g. of methylamine and 60 ml. of ethanol. The mixture is shaken under ca. 50 p.s.i. of hydrogen until one equivalent is absorbed. Filtration of the catalyst and removal of solvent in vacuo gives 1-(3-methylaminobutyl)-imidazole. The reactants are C1OC=2C=C(C=CC2O1)CC(C(=O)OC)(C(=O)OC)CC1=CC2=C(C=C1)OCO2 (dimethyl bis-(3,4-methylenedioxyphenylmethyl)malonate), [OH-].[K+] (KOH). The solvent is C(CCC)O (n-butanol), O (H2O). The product is C1OC=2C=C(C=CC2O1)CC(C(=O)O)CC1=CC2=C(C=C1)OCO2 (Bis-(3,4-methylenedioxyphenylmethyl)acetic acid). The yield is 55.2%. Reaction SMILES: [CH2:1]1[O:9][C:8]2[CH:7]=[CH:6][C:5]([CH2:10][C:11]([CH2:20][C:21]3[CH:26]=[CH:25][C:24]4[O:27][CH2:28][O:29][C:23]=4[CH:22]=3)(C(OC)=O)[C:12]([O:14]C)=[O:13])=[CH:4][C:3]=2[O:2]1.[OH-].[K+]>C(O)CCC.O>[CH2:28]1[O:27][C:24]2[CH:25]=[CH:26][C:21]([CH2:20][CH:11]([CH2:10][C:5]3[CH:6]=[CH:7][C:8]4[O:9][CH2:1][O:2][C:3]=4[CH:4]=3)[C:12]([OH:14])=[O:13])=[CH:22][C:23]=2[O:29]1 |f:1.2|. Reported procedure: A solution of 20.58 g (0.051 mol) of dimethyl bis-(3,4-methylenedioxyphenylmethyl)malonate in 50 mL of n-butanol was treated with a solution of 8.58 g (0.153 mol) of KOH in 50 mL H2O and heated at reflux overnight. The solvent was removed under reduced pressure and the residue mixed with H2O and acidified to pH 2 with dilute HCl. The mixture was extracted with EtOAc and the EtOAc washed with saturated NaCl. Drying over MgSO4 and removal of the solvent under reduced pressure left 9.24 g (55% yiel... Starting materials: C(C)(C)(C)N (tert-butyl amine), Cl[Si](C)(C)C1C=CC=C1 ((chloro)(cyclopentadienyl)(dimethyl)silane), C1=CC=CC1 (cyclopentadiene), 195. Run in C1CCOC1 (THF). The product is C(C)(C)(C)N[Si](C)(C)C1C=CC=C1 ((Tert-butylamino)(cyclopentadienyl)(dimethyl)silane). As a reaction SMILES: [C:1]([NH2:5])([CH3:4])([CH3:3])[CH3:2].Cl[Si:7]([CH:10]1[CH:14]=[CH:13][CH:12]=[CH:11]1)([CH3:9])[CH3:8].C1CC=CC=1>C1COCC1>[C:1]([NH:5][Si:7]([CH:10]1[CH:14]=[CH:13][CH:12]=[CH:11]1)([CH3:9])[CH3:8])([CH3:4])([CH3:3])[CH3:2]. Procedure details: To a solution of 3.69 g (50.4 mmol) tert-butyl amine in 45 mL THF was added 2.00 g (12.6 mmol) (chloro)(cyclopentadienyl)(dimethyl)silane. Precipitate formed quickly. The slurry was stirred for several days, then the amine hydrochloride was filtered off and the solvent was removed under reduced pressure to give the product as a very pale yellowish oil. The yield was 2.069 g (84.2%). Mass spec: m/e 195 (6%). 1H and 13C NMR show the presence of several cyclopentadiene isomers. The reactants are C1(=CCCCC1)C=1C=C2C(=CNC2=CC1)CCN(C)C (5-(Cyclohex-1-en-1-yl)-3-[2-(N,N-dimethylamino)ethyl]-1H-indole). The reagents and catalysts are [Pd] (Pd/C). The solvent is C(C)(=O)OCC (ethyl acetate). Conditions: time 5 hour. Product: C1(CCCCC1)C=1C=C2C(=CNC2=CC1)CCN(C)C (5-cyclohexyl-3-[2-(N,N-dimethylamino)ethyl]-1H-indole). The yield is 81.1%. As a reaction SMILES: [C:1]1([C:7]2[CH:8]=[C:9]3[C:13](=[CH:14][CH:15]=2)[NH:12][CH:11]=[C:10]3[CH2:16][CH2:17][N:18]([CH3:20])[CH3:19])[CH2:6][CH2:5][CH2:4][CH2:3][CH:2]=1>C(OCC)(=O)C.[Pd]>[CH:1]1([C:7]2[CH:8]=[C:9]3[C:13](=[CH:14][CH:15]=2)[NH:12][CH:11]=[C:10]3[CH2:16][CH2:17][N:18]([CH3:19])[CH3:20])[CH2:2][CH2:3][CH2:4][CH2:5][CH2:6]1. Procedure details: 5-(Cyclohex-1-en-1-yl)-3-[2-(N,N-dimethylamino)ethyl]-1H-indole (Example 9a, 8.4 mg, 0.031 mmol) in ethyl acetate (2 mL) containing a spatula tip of Pd/C (10%) was stirred at room temperature under an atmosphere of hydrogen for 5 h. The crude product was filtered through celite using 10% 2M methanolic ammonia in dichloromethane to rinse. Evaporation of the solvent in vacuo yielded 5-cyclohexyl-3-[2-(N,N-dimethylamino)ethyl]-1H-indole (6.8 mg, 81%); HRMS-FAB+ for C18H26N2 :calculated MH+ :271.217... Starting materials: OC1COC1 (3-hydroxyoxetane), [H-].[Na+] (NaH), BrC=1C(=NC(=NC1COC)Cl)Cl (5-Bromo-2,4-dichloro-6-(methoxymethyl)pyrimidine), [H][H] (hydrogen). Solvent: C1CCOC1 (THF). Reaction conditions: time 5 minute. Yields the product BrC=1C(=NC(=NC1OC1COC1)Cl)COC (5-Bromo-2-chloro-4-(methoxymethyl)-6-(oxetan-3-yloxy)pyrimidine). The yield is 71.9%. As a reaction SMILES: [OH:1][CH:2]1[CH2:5][O:4][CH2:3]1.[H-].[Na+].[H][H].[Br:10][C:11]1[C:12](Cl)=[N:13][C:14]([Cl:20])=[N:15][C:16]=1[CH2:17][O:18][CH3:19]>C1COCC1>[Br:10][C:11]1[C:16]([CH2:17][O:18][CH3:19])=[N:15][C:14]([Cl:20])=[N:13][C:12]=1[O:1][CH:2]1[CH2:5][O:4][CH2:3]1 |f:1.2|. Procedure: To a solution of 3-hydroxyoxetane (76 mg, 1.02 mmol) in anhydrous THF (8 mL) at r.t. was added NaH (60% in mineral oil, 39 mg, 0.97 mmol). The mixture was stirred at r.t. for 5 min until there was no hydrogen bubbles generated. 5-bromo-2,4-dichloro-6-(methoxymethyl)pyrimidine (3) (250 mg, 0.93 mmol) was added and the resulting reaction mixture was stirred at r.t. overnight. The reaction was quenched with aqueous NH4Cl and extracted with EtOAc. The organic layer was separated, washed with aqueous... Run at temperature 100 celsius. Product: ClC1=C(C(=CC=C1)Cl)C1=CC2=C(N=C(N=C2)NC2=CC=C(C=C2)OCCO)N=C1C(=O)N (6-(2,6-Dichloro-phenyl)-2-[4-(2-hydroxy-ethoxy)-phenylamino]-pyrido[2,3-d]pyrimidine-7-carboxylic acid amide). Reactants: CS(=O)(=O)NCCNC(=O)C=1C(=CC2=C(N=C(N=C2)NC2=CC(=CC=C2)SCCO)N1)C1=C(C=CC=C1Cl)Cl (6-(2,6-Dichloro-phenyl)-2-[3-(2-hydroxy-ethylsulfanyl)-phenylamino]-pyrido[2,3-d]pyrimidine-7-carboxylic acid (2-methanesulfonylamino-ethyl)-amide), C[Si]([O-])(C)C.[K+] (potassium trimethylsilanolate), C1CCOC1 (THF). Reported procedure: 20 mg of the product from example 3 in 1 ml THF were mixed with 13.5 mg potassium trimethylsilanolate under Ar atmosphere. The mixture was heated to 100° C. for 20 min in a microwave reactor. RXN SMILES: CS(NCC[NH:8][C:9]([C:11]1[C:12]([C:32]2[C:37]([Cl:38])=[CH:36][CH:35]=[CH:34][C:33]=2[Cl:39])=[CH:13][C:14]2[CH:19]=[N:18][C:17]([NH:20][C:21]3[CH:26]=[CH:25][CH:24]=[C:23](SCCO)[CH:22]=3)=[N:16][C:15]=2[N:31]=1)=[O:10])(=O)=O.C[Si](C)(C)[O-:42].[K+].[CH2:46]1[CH2:50][O:49]CC1>>[Cl:39][C:33]1[CH:34]=[CH:35][CH:36]=[C:37]([Cl:38])[C:32]=1[C:12]1[C:11]([C:9]([NH2:8])=[O:10])=[N:31][C:15]2[N:16]=[C:17]([NH:20][C:21]3[CH:22]=[CH:23][C:24]([O:49][CH2:50][CH2:46][OH:42])=[CH:25][CH:26]=3)[N:18]=[CH:19][C:14]=2[CH:13]=1 |f:1.2|. Starting materials: FC=1C=C(C=CC1O)CC(=O)O (3-fluoro-4-hydroxyphenylactic acid), CN (methyl amine). The product is FC=1C=C(C=CC1O)CC(=O)NC (2-(3-Fluoro-4-hydroxy-phenyl)-N-methyl-acetamide). Reaction SMILES: [F:1][C:2]1[CH:3]=[C:4]([CH2:9][C:10]([OH:12])=O)[CH:5]=[CH:6][C:7]=1[OH:8].[CH3:13][NH2:14]>>[F:1][C:2]1[CH:3]=[C:4]([CH2:9][C:10]([NH:14][CH3:13])=[O:12])[CH:5]=[CH:6][C:7]=1[OH:8]. Reported procedure: was prepared from 3-fluoro-4-hydroxyphenylactic acid and methyl amine following Method A. S1H NMR (300 MHz, CD3OD) δ 7.89 (s, 1H), 6.90 (d, 1H, J=13.37 Hz), 6.82–6.71 (m, 1H), 3.29 (s, 2H), 2.62 (s, 3H). LCMS (ESI+) [M+H]/z Calc'd 184, found 184.